Dataset: the Open Reaction Database (ORD), a public repository of structured organic reaction records. Task: describe an organic reaction: reactants, conditions, products, and yield Reactants: ClC=1C=CC(=C(C(=O)O)C1)S(=O)(=O)NCCC (5-chloro-2-[(propylamino) sulfonyl]benzoic acid), ClC=1C=C(C(=O)O)C=CC1S(=O)(=O)NCCC (3-chloro-4-[(propylamino) sulfonyl]benzoic acid), Cl.Cl.CC1=NC2=C(N1C1CC3CCC(C1)N3CCC3(CCNCC3)C3=CC=CC=C3)C=CC=C2 (2-methyl-1-{8-[2-(4-phenylpiperidin-4-yl)ethyl]-8-azabicyclo[3.2.1]oct-3-yl}-1H-benzimidazole dihydrochloride), CC1=NC2=C(N1C1CC3CCC(C1)N3CCC3(CCN(CC3)C(=O)C3=C(C=CC=C3)S(=O)(=O)NC(OC(C)(C)C)=O)C3=CC=CC=C3)C=CC=C2 (tert-butyl {2-[(4-{2-[3-(2-methyl-1H-benzimidazol-1-yl)-8-azabicyclo[3.2.1]oct-8-yl]ethyl}-4-phenylpiperidin-1-yl)carbonyl]phenyl}sulfonylcarbamate). The product is ClC1=CC(=C(C=C1)S(=O)(=O)NCCC)C(=O)N1CCC(CC1)(C1=CC=CC=C1)CCN1C2CC(CC1CC2)N2C(=NC1=C2C=CC=C1)C (4-chloro-2-[(4-{2-[3-(2-methyl-1H-benzimidazol-1-yl)-8-aza bicyclo[3.2.1]oct-8-yl]ethyl}-4-phenylpiperidin-1-yl)carbonyl]-N-propylbenzenesulfonamide). Yield: 11.0%. RXN SMILES: [Cl:1][C:2]1[CH:3]=[CH:4][C:5]([S:11]([NH:14][CH2:15][CH2:16][CH3:17])(=[O:13])=[O:12])=[C:6]([CH:10]=1)[C:7]([OH:9])=O.ClC1C=C(C=CC=1S(NCCC)(=O)=O)C(O)=O.Cl.Cl.[CH3:37][C:38]1[N:42]([CH:43]2[CH2:49][CH:48]3[N:50]([CH2:51][CH2:52][C:53]4([C:59]5[CH:64]=[CH:63][CH:62]=[CH:61][CH:60]=5)[CH2:58][CH2:57][NH:56][CH2:55][CH2:54]4)[CH:45]([CH2:46][CH2:47]3)[CH2:44]2)[C:41]2[CH:65]=[CH:66][CH:67]=[CH:68][C:40]=2[N:39]=1.CC1N(C2CC3N(CCC4(C5C=CC=CC=5)CCN(C(C5C=CC=CC=5S(NC(=O)OC(C)(C)C)(=O)=O)=O)CC4)C(CC3)C2)C2C=CC=CC=2N=1>>[Cl:1][C:2]1[CH:3]=[CH:4][C:5]([S:11]([NH:14][CH2:15][CH2:16][CH3:17])(=[O:13])=[O:12])=[C:6]([C:7]([N:56]2[CH2:55][CH2:54][C:53]([CH2:52][CH2:51][N:50]3[CH:45]4[CH2:46][CH2:47][CH:48]3[CH2:49][CH:43]([N:42]3[C:41]5[CH:65]=[CH:66][CH:67]=[CH:68][C:40]=5[N:39]=[C:38]3[CH3:37])[CH2:44]4)([C:59]3[CH:60]=[CH:61][CH:62]=[CH:63][CH:64]=3)[CH2:58][CH2:57]2)=[O:9])[CH:10]=1 |f:2.3.4|. Procedure details: The title compound was prepared from a mixture of 5-chloro-2-[(propylamino) sulfonyl]benzoic acid and 3-chloro-4-[(propylamino) sulfonyl]benzoic acid 2e and endo 2-methyl-1-(8-[2-(4-phenylpiperidin-4-yl)ethyl]-8-azabicyclo[3.2.1]oct-3-yl)-1H-benzimidazole dihydrochloride II following the general procedure for tert-butyl {2-[(4-{2-[3-(2-methyl-1H-benzimidazol-1-yl)-8-azabicyclo[3.2.1]oct-8-yl]ethyl}-4-phenylpiperidin-1-yl)carbonyl]phenyl}sulfonylcarbamate 1c. The desired regioisomer was purified ...